From a dataset of the Open Reaction Database (ORD), a public repository of structured organic reaction records. describe an organic reaction: reactants, conditions, products, and yield The reactants are CS(=O)c1nc(N)nc(-c2ccco2)c1Br, COc1ccc(CCN)cc1, C1COCCO1. Yields the product COc1ccc(CCNc2nc(N)nc(-c3ccco3)c2Br)cc1. RXN SMILES: [Br:1][c:2]1[c:3](-[c:12]2[o:13][cH:14][cH:15][cH:16]2)[n:4][c:5]([NH2:11])[n:6][c:7]1[S:8]([CH3:9])=[O:10].[CH3:17][O:18][c:19]1[cH:20][cH:21][c:22]([CH2:25][CH2:26][NH2:27])[cH:23][cH:24]1.[O:28]1[CH2:29][CH2:30][O:31][CH2:32][CH2:33]1>>[Br:1][c:2]1[c:3](-[c:12]2[o:13][cH:14][cH:15][cH:16]2)[n:4][c:5]([NH2:11])[n:6][c:7]1[NH:27][CH2:26][CH2:25][c:22]1[cH:21][cH:20][c:19]([O:18][CH3:17])[cH:24][cH:23]1. Reactants: CC(C)([O-])C.[Na+] (sodium tertbutoxide), N1CCNCC1 (piperazine), BrC1=CC(=CC=C1)Br (1,3-Dibromobenzene), CN1CCNCC1 (N-methylpiperazine), C1CCC2=NCCCN2CC1 (DBU). The reagents and catalysts are C=1C=CC(=CC1)/C=C/C(=O)/C=C/C2=CC=CC=C2.C=1C=CC(=CC1)/C=C/C(=O)/C=C/C2=CC=CC=C2.C=1C=CC(=CC1)/C=C/C(=O)/C=C/C2=CC=CC=C2.[Pd].[Pd] (Pd2 dba3), C=1C=CC(=CC1)P(C=2C=CC=CC2)C3=CC=C4C=CC=CC4=C3C5=C6C=CC=CC6=CC=C5P(C=7C=CC=CC7)C=8C=CC=CC8 (BINAP). Solvent: C1(=CC=CC=C1)C (toluene). Run at temperature 60 celsius, time 8 hour. The product is BrC=1C=C(C=CC1)N1CCN(CC1)C (1-(3-Bromo-phenyl)-4-methyl-piperazine). Yield: 78.4%. As a reaction SMILES: Br[C:2]1[CH:7]=[CH:6][CH:5]=[C:4]([Br:8])[CH:3]=1.[CH3:9][N:10]1[CH2:15][CH2:14][NH:13][CH2:12][CH2:11]1.C1CCN2C(=NCCC2)CC1.CC(C)([O-])C.[Na+].N1CCNCC1>C1C=CC(/C=C/C(/C=C/C2C=CC=CC=2)=O)=CC=1.C1C=CC(/C=C/C(/C=C/C2C=CC=CC=2)=O)=CC=1.C1C=CC(/C=C/C(/C=C/C2C=CC=CC=2)=O)=CC=1.[Pd].[Pd].C1C=CC(P(C2C(C3C(P(C4C=CC=CC=4)C4C=CC=CC=4)=CC=C4C=3C=CC=C4)=C3C(C=CC=C3)=CC=2)C2C=CC=CC=2)=CC=1.C1(C)C=CC=CC=1>[Br:8][C:4]1[CH:3]=[C:2]([N:13]2[CH2:14][CH2:15][N:10]([CH3:9])[CH2:11][CH2:12]2)[CH:7]=[CH:6][CH:5]=1 |f:3.4,6.7.8.9.10|. Reported procedure: 1,3-Dibromobenzene (0.90 ml, 7.49 mmol), N-methylpiperazine (0.28 ml, 2.50 mmol) and anhydrous toluene (7 ml) were added by syringe to a dry, argon filled flask. The solution was thoroughly mixed before BINAP (47 mg) and Pd2 dba3 (23 mg) were delivered and the flask refilled with Argon and DBU (0.93 g, 2.5 equiv.) added via syringe. The reaction mixture was warmed to 60° C. before freshly ground sodium tertbutoxide was added in one portion to start the reaction. The reaction was left stirring at... Starting materials: BrC1C=CCCC1 (3-Bromocyclohexene), C([O-])([O-])=O.[Cs+].[Cs+] (cesium carbonate), CC=1C=C(C=C(C1)C=1C=NNC1)NC1=NC=CC(=N1)C(F)(F)F (N-[3-methyl-5-(1H-pyrazol-4-yl)phenyl]-4-(trifluoromethyl)pyrimidin-2-amine). Run in CN(C)C=O (DMF), CCOC(=O)C (EtOAc). Run at temperature 80 celsius, time 8 hour. Yields the product C1(C=CCCC1)N1N=CC(=C1)C=1C=C(C=C(C1)C)NC1=NC=CC(=N1)C(F)(F)F (racemic N-{3-[1-(cyclohex-2-en-1-yl)-1H-pyrazol-4-yl]-5-methylphenyl}-4-(trifluoromethyl)pyrimidin-2-amine). Reaction SMILES: Br[CH:2]1[CH2:7][CH2:6][CH2:5][CH:4]=[CH:3]1.C(=O)([O-])[O-].[Cs+].[Cs+].[CH3:14][C:15]1[CH:16]=[C:17]([NH:26][C:27]2[N:32]=[C:31]([C:33]([F:36])([F:35])[F:34])[CH:30]=[CH:29][N:28]=2)[CH:18]=[C:19]([C:21]2[CH:22]=[N:23][NH:24][CH:25]=2)[CH:20]=1>CN(C=O)C.CCOC(C)=O>[CH:2]1([N:23]2[CH:22]=[C:21]([C:19]3[CH:18]=[C:17]([NH:26][C:27]4[N:32]=[C:31]([C:33]([F:36])([F:35])[F:34])[CH:30]=[CH:29][N:28]=4)[CH:16]=[C:15]([CH3:14])[CH:20]=3)[CH:25]=[N:24]2)[CH2:7][CH2:6][CH2:5][CH:4]=[CH:3]1 |f:1.2.3|. Procedure details: 3-Bromocyclohexene (0.18 mL, 1.57 mmol) and cesium carbonate (1.02 g, 3.13 mmol) were added to an oven-dried flask containing N-[3-methyl-5-(1H-pyrazol-4-yl)phenyl]-4-(trifluoromethyl)pyrimidin-2-amine (500 mg, 1.57 mmol) dissolved in DMF (5 mL). The mixture was warmed to 80° C. and stirred overnight. The mixture was cooled to room temperature, diluted with EtOAc, and washed with 1:1 water:brine (3×). The organic layer was dried over sodium sulfate, filtered, and concentrated under reduced press... Reactants: C(=O)(O)C1=CC=C(C=O)C=C1 (4-carboxy benzaldehyde), C(C(C)(C)C)[Mg]Cl (neopentyl magnesium chloride). Run in C1CCOC1 (THF), CCCCCC (hexane). Conditions: time 2 hour. Product: CC(/C=C/C1=CC=C(C(=O)O)C=C1)(C)C (4-((E)-3,3-Dimethyl-but-1-enyl)-benzoic acid). RXN SMILES: [C:1]([C:4]1[CH:11]=[CH:10][C:7]([CH:8]=O)=[CH:6][CH:5]=1)([OH:3])=[O:2].[CH2:12]([Mg]Cl)[C:13]([CH3:16])([CH3:15])[CH3:14]>C1COCC1.CCCCCC>[CH3:12][C:13]([CH3:16])([CH3:15])/[CH:14]=[CH:8]/[C:7]1[CH:10]=[CH:11][C:4]([C:1]([OH:3])=[O:2])=[CH:5][CH:6]=1. Reported procedure: To a cooled (0° C.) and well stirred suspension of 4-carboxy benzaldehyde (2.0 g, 13.32 mmol) in anhydrous THF (90 mL) is added 33.3 mmol of neopentyl magnesium chloride in hexane during 20 minutes and the mixture is stirred at the same temperature for an additional two hours before being quenched with satyrated ammonium chloride solution. Most of the THF is evaporated and the aqueous mixture is treated with conc. HCl (50 mL) and the mixture is heated to reflux for 2 hours. The mixture is then c... The reactants are CON(C)C(C)=O, [Li]CCCC, Cc1cscn1. Product: CC(=O)c1nc(C)cs1. Reaction SMILES: [CH3:12][O:13][N:14]([C:15]([CH3:16])=[O:17])[CH3:18].[CH3:1][CH2:2][CH2:3][CH2:4][Li:5].[CH3:6][c:7]1[cH:8][s:9][cH:10][n:11]1>>[CH3:6][c:7]1[cH:8][s:9][c:10]([C:15]([CH3:16])=[O:17])[n:11]1. Starting materials: C(#N)C1=NC=CC(=C1)CCP(OCC)(OCC)=O (Diethyl 2-(2-cyano-4-pyridyl)ethylphosphonate), ClC=1C=C(C(C(=O)O)=CC1)S (4-chlorothiosalicylic acid). Solvent: N1=CC=CC=C1 (pyridine). Product: ClC1=CC2=C(C(N=C(S2)C2=NC=CC(=C2)CCP(OCC)(OCC)=O)=O)C=C1 (Diethyl 2-[2-(7-chloro-4-oxo-4H-1,3-benzothiazin-2-yl)-4-pyridyl]ethylphosphonate). Yield: 15.3%. Reaction SMILES: [C:1]([C:3]1[CH:8]=[C:7]([CH2:9][CH2:10][P:11](=[O:18])([O:15][CH2:16][CH3:17])[O:12][CH2:13][CH3:14])[CH:6]=[CH:5][N:4]=1)#[N:2].[Cl:19][C:20]1[CH:21]=[C:22]([SH:29])[C:23](=[CH:27][CH:28]=1)[C:24](O)=[O:25]>N1C=CC=CC=1>[Cl:19][C:20]1[CH:28]=[CH:27][C:23]2[C:24](=[O:25])[N:2]=[C:1]([C:3]3[CH:8]=[C:7]([CH2:9][CH2:10][P:11](=[O:18])([O:12][CH2:13][CH3:14])[O:15][CH2:16][CH3:17])[CH:6]=[CH:5][N:4]=3)[S:29][C:22]=2[CH:21]=1. Procedure details: Diethyl 2-(2-cyano-4-pyridyl)ethylphosphonate (1.7 g, 6.4 mmol) and 4-chlorothiosalicylic acid (2.4 g, 12.8 mmol) were dissolved in pyridine (30 ml), and the mixture was refluxed for 13 hrs. The solvent was evaporated, and the residue was subjected to a silica gel column chromatography. The fractions eluted with ethyl acetate-chloroform (1:1, v/v) were collected, concentrated and recrystallized from hexane-tetrahydrofuran to give the titled compound (0.43 g, 15%) as white crystals. Reactants: CN(CCNCC(C)([N+](=O)[O-])C)C (N1,N1-dimethyl-N2-(2-methyl-2-nitropropyl)ethane-1,2-diamine). The product is CN(CCNCC(C)(N)C)C (N1-(2-(Dimethylamino)ethyl)-2-methylpropane-1,2-diamine). The reagents and catalysts are [Ni] (Raney Nickel). Procedure details: To a solution of N1,N1-dimethyl-N2-(2-methyl-2-nitropropyl)ethane-1,2-diamine (23.2 mmol) in MeOH (20 ml) was added a slurry of Raney Nickel in H2O (1 ml). The vessel was pressurized with H2 (500 psi) and the suspension stirred for 24 h. The mixture was filtered through Celite, then 0.45 um PTFE, and concentrated in vacuo. ESI/APCI (pos) expected for C8H21N3: 159.17. Found: 160 (MH+). RXN SMILES: [CH3:1][N:2]([CH3:13])[CH2:3][CH2:4][NH:5][CH2:6][C:7]([CH3:12])([N+:9]([O-])=O)[CH3:8]>CO.[Ni].O>[CH3:13][N:2]([CH3:1])[CH2:3][CH2:4][NH:5][CH2:6][C:7]([CH3:8])([NH2:9])[CH3:12]. Solvent: CO (MeOH), O (H2O). Conditions: time 24 hour. Reactants: O=C(O)c1c(F)cc(Br)cc1F, C[S-], [Na+], [Na+], CN(C)C=O, [OH-]. Yields the product CSc1cc(Br)cc(F)c1C(=O)O. RXN SMILES: [Br:3][c:4]1[cH:5][c:6]([F:14])[c:7]([C:8](=[O:9])[OH:10])[c:11]([F:13])[cH:12]1.[CH3:15][S-:16].[Na+:17].[Na+:2].[O:18]=[CH:19][N:20]([CH3:21])[CH3:22].[OH-:1]>>[Br:3][c:4]1[cH:5][c:6]([F:14])[c:7]([C:8](=[O:9])[OH:10])[c:11]([S:16][CH3:15])[cH:12]1. Reactants: ClC1=CC(=C(C=C1)N=NC1=C(C(=CC(=C1)C(C1=CC=CC=C1)(C)C)C(C1=CC=CC=C1)(C)C)O)[N+](=O)[O-] (4-chloro-2-nitro-2'-hydroxy-3',5'-di-(α,α-dimethylbenzyl)azobenzene), [N+](=O)([O-])C1=C(C=CC=C1)N=NC1=C(C(=CC(=C1)C(C1=CC=CC=C1)(C)C)C(C1=CC=CC=C1)(C)C)O (2-nitro-2'-hydroxy-3',5'-di-(α,α-dimethylbenzyl )azobenzene), CC(C1=CC=CC=C1)(C)C1=C(C=CC(=C1)C(C1=CC=CC=C1)(C)C)O (2,4-Di-(α,α-dimethylbenzyl)phenol). Yields the product ClC1=CC=2C(=NN(N2)C2=CC(=CC(=C2)C(C2=C(C=CC=C2)O)(C)C)C(C2=CC=CC=C2)(C)C)C=C1 (5-Chloro-2-[-2'-hydroxy-3',5'-di(α,α-dimethylbenzyl)phenyl]-2H-benzotriazole). The yield is 70.0%. RXN SMILES: [Cl:1][C:2]1[CH:7]=[CH:6][C:5]([N:8]=[N:9][C:10]2[CH:15]=[C:14]([C:16]([CH3:24])([CH3:23])[C:17]3[CH:22]=[CH:21][CH:20]=[CH:19][CH:18]=3)[CH:13]=[C:12]([C:25]([CH3:33])([CH3:32])[C:26]3[CH:31]=[CH:30][CH:29]=[CH:28][CH:27]=3)[C:11]=2O)=[C:4]([N+:35]([O-])=O)[CH:3]=1.[N+](C1C=CC=CC=1N=NC1C=C(C(C)(C)C2C=CC=CC=2)C=C(C(C)(C)C2C=CC=CC=2)C=1O)([O-])=[O:39].CC(C1C=C(C(C)(C)C2C=CC=CC=2)C=CC=1O)(C)C1C=CC=CC=1>>[Cl:1][C:2]1[CH:7]=[CH:6][C:5]2=[N:8][N:9]([C:10]3[CH:11]=[C:12]([C:25]([CH3:33])([CH3:32])[C:26]4[CH:27]=[CH:28][CH:29]=[CH:30][C:31]=4[OH:39])[CH:13]=[C:14]([C:16]([CH3:23])([CH3:24])[C:17]4[CH:18]=[CH:19][CH:20]=[CH:21][CH:22]=4)[CH:15]=3)[N:35]=[C:4]2[CH:3]=1. Procedure: When, using the general procedure of Example 3, the amount of 4-chloro-2-nitro-2'-hydroxy-3',5'-di-(α,α-dimethylbenzyl)azobenzene was substituted for 2-nitro-2'-hydroxy-3',5'-di-(α,α-dimethylbenzyl )azobenzene, the above-named compound was prepared in a yield of 70.0% as light tan crystalls melting at 160°-161° C. (Compound 2) Starting materials: N#C[Cu], COc1cc(I)cc(C(F)(F)F)c1, N, CN(C)C=O. The product is COc1cc(C#N)cc(C(F)(F)F)c1. Reaction SMILES: [Cu:14][C:15]#[N:16].[I:1][c:2]1[cH:3][c:4]([O:12][CH3:13])[cH:5][c:6]([C:8]([F:9])([F:10])[F:11])[cH:7]1.[NH3:17].[O:18]=[CH:19][N:20]([CH3:21])[CH3:22]>>[c:2]1([C:15]#[N:16])[cH:3][c:4]([O:12][CH3:13])[cH:5][c:6]([C:8]([F:9])([F:10])[F:11])[cH:7]1.